The task is: describe an organic reaction: reactants, conditions, products, and yield. This data is from the Open Reaction Database (ORD), a public repository of structured organic reaction records. Reactants: COC(C)(C)OC, Cl, NCCCCCCCCCCCC(=O)O. Yields the product Cl, COC(=O)CCCCCCCCCCCN. RXN SMILES: [CH3:17][O:18][C:19]([O:20][CH3:21])([CH3:22])[CH3:23].[ClH:16].[NH2:1][CH2:2][CH2:3][CH2:4][CH2:5][CH2:6][CH2:7][CH2:8][CH2:9][CH2:10][CH2:11][CH2:12][C:13](=[O:14])[OH:15]>>[ClH:16].[NH2:1][CH2:2][CH2:3][CH2:4][CH2:5][CH2:6][CH2:7][CH2:8][CH2:9][CH2:10][CH2:11][CH2:12][C:13]([O:14][CH3:17])=[O:15]. The reactants are ClCC1=CC=C(C=C1)[C@H](C)NC(C)=O ((S)-N-(1-(4-chloromethylphenyl)ethyl)acetamide), FC1=CC=CC(=N1)N1CCNCC1 (1-(6-fluoropyridin-2-yl)piperazine). The product is FC1=CC=CC(=N1)N1CCN(CC1)CC1=CC=C(C=C1)[C@H](C)NC(C)=O ((S)-N-(1-(4-((4-(6-Fluoropyridin-2-yl)piperazin-1-yl)methyl)phenyl)ethyl)acetamide). As a reaction SMILES: Cl[CH2:2][C:3]1[CH:8]=[CH:7][C:6]([C@@H:9]([NH:11][C:12](=[O:14])[CH3:13])[CH3:10])=[CH:5][CH:4]=1.[F:15][C:16]1[N:21]=[C:20]([N:22]2[CH2:27][CH2:26][NH:25][CH2:24][CH2:23]2)[CH:19]=[CH:18][CH:17]=1>>[F:15][C:16]1[N:21]=[C:20]([N:22]2[CH2:27][CH2:26][N:25]([CH2:2][C:3]3[CH:8]=[CH:7][C:6]([C@@H:9]([NH:11][C:12](=[O:14])[CH3:13])[CH3:10])=[CH:5][CH:4]=3)[CH2:24][CH2:23]2)[CH:19]=[CH:18][CH:17]=1. Procedure: By similar reaction and treatment to that in Example 1(5) using (S)-N-(1-(4-chloromethylphenyl)ethyl)acetamide instead of N-(4-chloromethylphenylmethyl)acetamide and 1-(6-fluoropyridin-2-yl)piperazine obtained in Example 85(2) instead of phenylpiperazine, the title compound was obtained as a pale-yellow oil. Starting materials: ICl (iodine monochloride), FC1=CC=C(C=C1)C=1N=C2N(N=C(C=C2)N2CCN(CC2)C)C1 (2-(4-fluorophenyl)-6-(4-methylpiperazin-1-yl)imidazo[1,2-b]pyridazine), S(=S)(=O)([O-])[O-].[Na+].[Na+] (sodium thiosulfate), C([O-])(O)=O.[Na+] (sodium bicarbonate). Run in CO (methanol), C(Cl)(Cl)Cl (chloroform). Run at time 30 minute. Product: FC1=CC=C(C=C1)C=1N=C2N(N=C(C=C2)N2CCN(CC2)C)C1I (2-(4-Fluorophenyl)-3-iodo-6-(4-methylpiperazin-1-yl)imidazo[1,2-b]pyridazine). Isolated yield 91.8%. As a reaction SMILES: [F:1][C:2]1[CH:7]=[CH:6][C:5]([C:8]2[N:9]=[C:10]3[CH:15]=[CH:14][C:13]([N:16]4[CH2:21][CH2:20][N:19]([CH3:22])[CH2:18][CH2:17]4)=[N:12][N:11]3[CH:23]=2)=[CH:4][CH:3]=1.[I:24]Cl.S([O-])([O-])(=O)=S.[Na+].[Na+].C(=O)(O)[O-].[Na+]>C(Cl)(Cl)Cl.CO>[F:1][C:2]1[CH:7]=[CH:6][C:5]([C:8]2[N:9]=[C:10]3[CH:15]=[CH:14][C:13]([N:16]4[CH2:17][CH2:18][N:19]([CH3:22])[CH2:20][CH2:21]4)=[N:12][N:11]3[C:23]=2[I:24])=[CH:4][CH:3]=1 |f:2.3.4,5.6|. Reported procedure: To a solution, cooled to about 5° C., of 31.0 g (99.6 mmol) of 2-(4-fluorophenyl)-6-(4-methylpiperazin-1-yl)imidazo[1,2-b]pyridazine in chloroform is rapidly added dropwise a solution of 64.7 g (398 mmol) of iodine monochloride in 150 mL of methanol. Mild exothermicity and the formation of a precipitate during the addition are observed. After cooling to room temperature and stirring for 30 minutes, the mixture is poured into 2 L of aqueous 5% sodium thiosulfate solution saturated with sodium bic... The reactants are CCCCNC(=O)N(C)c1cccc(-c2ccc(C=C(OCC)C(=O)OCC)cc2)c1, CC(=O)O, [Li+], C1CCOC1, [OH-]. The product is CCCCNC(=O)N(C)c1cccc(-c2ccc(C=C(OCC)C(=O)O)cc2)c1. Reaction SMILES: [CH2:3]([CH2:4][CH2:5][CH3:6])[NH:7][C:8]([N:9]([CH3:10])[c:11]1[cH:12][c:13](-[c:17]2[cH:18][cH:19][c:20]([CH:23]=[C:24]([C:25](=[O:26])[O:27][CH2:28][CH3:29])[O:30][CH2:31][CH3:32])[cH:21][cH:22]2)[cH:14][cH:15][cH:16]1)=[O:33].[CH3:34][C:35](=[O:36])[OH:37].[Li+:1].[O:38]1[CH2:39][CH2:40][CH2:41][CH2:42]1.[OH-:2]>>[CH2:3]([CH2:4][CH2:5][CH3:6])[NH:7][C:8]([N:9]([CH3:10])[c:11]1[cH:12][c:13](-[c:17]2[cH:18][cH:19][c:20]([CH:23]=[C:24]([C:25](=[O:26])[OH:27])[O:30][CH2:31][CH3:32])[cH:21][cH:22]2)[cH:14][cH:15][cH:16]1)=[O:33]. Procedure: In aqueous methanol solution were dissolved 20.6 g (50 mmol) of the resulting triphenylsulfonium trifluoromethanesulfonate, and passed through an activated strong base type anion exchange resin (Amberlite IRA-900 by Organo Corp.). To the elutant solution was added 24.8 g (60 mmol) of heptafluorobutyric acid and allowed reacting with stirring at room temperature for 1 hour. After completion of the reaction, the solvent was removed and the residue was dissolved in 200 ml methylene chloride, washed... Yields the product FC(C(C(C(=O)[O-])(F)F)(F)F)(F)F.C1(=CC=CC=C1)[S+](C1=CC=CC=C1)C1=CC=CC=C1 (triphenylsulfonium heptafluorobutanoate). RXN SMILES: FC(F)(F)S([O-])(=O)=O.[C:9]1([S+:15]([C:22]2[CH:27]=[CH:26][CH:25]=[CH:24][CH:23]=2)[C:16]2[CH:21]=[CH:20][CH:19]=[CH:18][CH:17]=2)[CH:14]=[CH:13][CH:12]=[CH:11][CH:10]=1.[F:28][C:29]([F:40])([F:39])[C:30]([F:38])([F:37])[C:31]([F:36])([F:35])[C:32]([OH:34])=[O:33]>CO.C[N+](C)(C)C.[Cl-]>[F:28][C:29]([F:39])([F:40])[C:30]([F:37])([F:38])[C:31]([F:35])([F:36])[C:32]([O-:34])=[O:33].[C:22]1([S+:15]([C:9]2[CH:10]=[CH:11][CH:12]=[CH:13][CH:14]=2)[C:16]2[CH:21]=[CH:20][CH:19]=[CH:18][CH:17]=2)[CH:23]=[CH:24][CH:25]=[CH:26][CH:27]=1 |f:0.1,4.5,6.7|. Starting materials: FC(S(=O)(=O)[O-])(F)F.C1(=CC=CC=C1)[S+](C1=CC=CC=C1)C1=CC=CC=C1 (triphenylsulfonium trifluoromethanesulfonate), FC(C(C(C(=O)O)(F)F)(F)F)(F)F (heptafluorobutyric acid). The solvent is CO (methanol). Run at time 1 hour. Isolated yield 119.2%. The reagents and catalysts are C[N+](C)(C)C.[Cl-] (Amberlite IRA-900). Starting materials: O (water), C(C)(C)(C)OC(NC1=CC(=CC=C1)O)=O (tert-butyl(3-hydroxyphenyl)carbamate), C([O-])([O-])=O.[K+].[K+] (potassium carbonate), ClC1=NC=C(C=C1)[N+](=O)[O-] (2-chloro-5-nitropyridine). The solvent is CN(C=O)C (N,N-dimethylformamide). Run at temperature 70 celsius, time 2 hour. Product: C(C)(C)(C)OC(NC1=CC(=CC=C1)OC1=NC=C(C=C1)[N+](=O)[O-])=O (tert-butyl{3-[(5-nitropyridin-2-yl)oxy]phenyl}carbamate). RXN SMILES: [C:1]([O:5][C:6](=[O:15])[NH:7][C:8]1[CH:13]=[CH:12][CH:11]=[C:10]([OH:14])[CH:9]=1)([CH3:4])([CH3:3])[CH3:2].C(=O)([O-])[O-].[K+].[K+].Cl[C:23]1[CH:28]=[CH:27][C:26]([N+:29]([O-:31])=[O:30])=[CH:25][N:24]=1.O>CN(C)C=O>[C:1]([O:5][C:6](=[O:15])[NH:7][C:8]1[CH:13]=[CH:12][CH:11]=[C:10]([O:14][C:23]2[CH:28]=[CH:27][C:26]([N+:29]([O-:31])=[O:30])=[CH:25][N:24]=2)[CH:9]=1)([CH3:4])([CH3:2])[CH3:3] |f:1.2.3|. Procedure details: To a suspension of tert-butyl(3-hydroxyphenyl)carbamate (3.02 g, 14.4 mmol) and potassium carbonate (2.99 g, 21.7 mmol) in N,N-dimethylformamide (35 mL) was added 2-chloro-5-nitropyridine (2.52 g, 15.9 mmol), and the mixture was stirred at 70° C. for 2 hr. To the reaction mixture was added water (100 mL), and the mixture was extracted with ethyl acetate (100 mL, 50 mL). The organic layer was washed with saturated brine (20 mL), and dried over anhydrous magnesium sulfate. The insoluble material w... Run at time 1 hour. Reaction SMILES: N[C:2]1[CH:7]=[C:6]([F:8])[C:5]([C:9]#[N:10])=[CH:4][C:3]=1[O:11][C:12]1[C:13]([F:37])=[C:14]([CH2:19][NH:20][C:21]([C:23]2[N:27]([CH2:28][O:29][CH2:30][CH2:31][Si:32]([CH3:35])([CH3:34])[CH3:33])[CH:26]=[N:25][C:24]=2[Cl:36])=[O:22])[CH:15]=[CH:16][C:17]=1[Cl:18].N(OC(C)(C)C)=O>C(#N)C.CCOC(C)=O>[Cl:36][C:24]1[N:25]=[CH:26][N:27]([CH2:28][O:29][CH2:30][CH2:31][Si:32]([CH3:35])([CH3:34])[CH3:33])[C:23]=1[C:21]([NH:20][CH2:19][C:14]1[CH:15]=[CH:16][C:17]([Cl:18])=[C:12]([O:11][C:3]2[CH:2]=[CH:7][C:6]([F:8])=[C:5]([C:9]#[N:10])[CH:4]=2)[C:13]=1[F:37])=[O:22]. Product: ClC=1N=CN(C1C(=O)NCC1=C(C(=C(C=C1)Cl)OC1=CC(=C(C=C1)F)C#N)F)COCC[Si](C)(C)C (4-chloro-N-({4-chloro-3-[(3-cyano-4-fluorophenyl)oxy]-2-fluorophenyl}methyl)-1-({[2-(trimethylsilyl)ethyl]oxy}methyl)-1H-imidazole-5-carboxamide). Reactants: NC1=C(C=C(C(=C1)F)C#N)OC=1C(=C(C=CC1Cl)CNC(=O)C1=C(N=CN1COCC[Si](C)(C)C)Cl)F (N-({3-[(2-amino-5-cyano-4-fluorophenyl)oxy]-4-chloro-2-fluorophenyl}methyl)-4-chloro-1-({[2-(trimethylsilyl)ethyl]oxy}methyl)-1H-imidazole-5-carboxamide), N(=O)OC(C)(C)C (tert butyl nitrite). Procedure: To a solution of N-({3-[(2-amino-5-cyano-4-fluorophenyl)oxy]-4-chloro-2-fluorophenyl}methyl)-4-chloro-1-({[2-(trimethylsilyl)ethyl]oxy}methyl)-1H-imidazole-5-carboxamide (110 mg, 0.194 mmol) in Acetonitrile (8 ml) was added tert butyl nitrite (0.046 ml, 0.387 mmol) and the reaction mixture was stirred at RT for 1 hour. The reaction mixture was diluted with EtOAc and washed with water. The solvent was removed and the crude material was purified via silica gel chromatography to give 4-chloro-N-({4... Yield: 45.9%. Solvent: CCOC(=O)C (EtOAc), C(C)#N (Acetonitrile).